This data is from the Open Reaction Database (ORD), a public repository of structured organic reaction records. The task is: describe an organic reaction: reactants, conditions, products, and yield Reactants: CO, [Na+], [OH-], O, CCOC(=O)c1cc2ccncc2s1. The product is O=C(O)c1cc2ccncc2s1. As a reaction SMILES: [CH3:17][OH:18].[Na+:16].[OH-:15].[OH2:19].[s:1]1[c:2]([C:10](=[O:11])[O:12][CH2:13][CH3:14])[cH:3][c:4]2[c:5]1[cH:6][n:7][cH:8][cH:9]2>>[s:1]1[c:2]([C:10](=[O:11])[OH:12])[cH:3][c:4]2[c:5]1[cH:6][n:7][cH:8][cH:9]2. The reactants are OO (hydrogen peroxide), C([O-])(O)=O.[K+] (potassium bicarbonate), C(C1=CC=CC=C1)#N (benzonitrile), C12CC3C=CC(CC3O1)O2 (racemic 9,10-dioxatricyclo[4,3,1,03,8 ]dec-4-ene). Run in CO (methanol), C(Cl)Cl (Methylene chloride). Conditions: time 10 hour. The product is C(C1=CC=CC=C1)(=O)N (Benzamide). RXN SMILES: C12OC3CC([O:9]1)C(C=C3)C2.C(=O)(O)[O-].[K+].[C:16](#[N:23])[C:17]1[CH:22]=[CH:21][CH:20]=[CH:19][CH:18]=1.OO>CO.C(Cl)Cl>[C:16]([NH2:23])(=[O:9])[C:17]1[CH:22]=[CH:21][CH:20]=[CH:19][CH:18]=1 |f:1.2|. Reported procedure: To a solution of 165 mg of racemic 9,10-dioxatricyclo[4,3,1,03,8 ]dec-4-ene in 4 ml of methanol are added, with stirring and at room temperature 865 mg of potassium bicarbonate and 740 mg of benzonitrile. To this mixture are added at intervals of 8 hours 5 portions each of 0.3 ml of 30% hydrogen peroxide and stirring is continued for 10 hours. Methylene chloride (25 ml) is then added to the reaction mixture, which is washed with 2% sodium hydrogen carbonate solution, dried over sodium sulphate a...